Task: describe an organic reaction: reactants, conditions, products, and yield. Dataset: the Open Reaction Database (ORD), a public repository of structured organic reaction records The reactants are ClCC(=O)Cl (Chloroacetyl chloride), BrC1=CC(=C2C=NN(C2=C1)C)C1=NN=NN1 (6-Bromo-1-methyl-4-(1H-tetrazol-5-yl)-1H-indazole), ClCC(=O)Cl (chloroacetyl chloride). The solvent is C(Cl)(Cl)Cl (chloroform). Run at temperature 110 celsius, time 46 hour. Yields the product BrC1=CC(=C2C=NN(C2=C1)C)C=1OC(=NN1)CCl (6-Bromo-4-[5-(chloromethyl)-1,3,4-oxadiazol-2-yl]-1-methyl-1H-indazole). Yield: 74.4%. Reaction SMILES: [Br:1][C:2]1[CH:10]=[C:9]2[C:5]([CH:6]=[N:7][N:8]2[CH3:11])=[C:4]([C:12]2[NH:16][N:15]=NN=2)[CH:3]=1.[Cl:17][CH2:18][C:19](Cl)=[O:20]>C(Cl)(Cl)Cl>[Br:1][C:2]1[CH:10]=[C:9]2[C:5]([CH:6]=[N:7][N:8]2[CH3:11])=[C:4]([C:12]2[O:20][C:19]([CH2:18][Cl:17])=[N:15][N:16]=2)[CH:3]=1. Procedure details: 6-Bromo-1-methyl-4-(1H-tetrazol-5-yl)-1H-indazole (604.6 mg, 2.166 mmol) was dissolved in chloroform (20 ml). Chloroacetyl chloride (0.520 ml, 6.49 mmol) was added and the mixture stirred at 110° C. for 46 h. Further chloroacetyl chloride (0.174 ml, 2.166 mmol) was added and the reaction continued stirred at 110° C. for 26 h. The reaction mixture was cooled and the solvent removed in vacuo. The resultant white solid was washed with DCM, the solvent removed under vacuum and the solid dried under ... Reactants: N#Cc1c[nH]c2ccc(CCNC(=O)c3ccc(-c4ccnc(Cl)n4)cc3)cc12, NCCCN1CCOCC1. Product: N#Cc1c[nH]c2ccc(CCNC(=O)c3ccc(-c4ccnc(NCCCN5CCOCC5)n4)cc3)cc12. Reaction SMILES: [C:11](#[N:12])[c:13]1[cH:14][nH:15][c:16]2[cH:17][cH:18][c:19]([CH2:22][CH2:23][NH:24][C:25]([c:26]3[cH:27][cH:28][c:29](-[c:32]4[n:33][c:34]([Cl:38])[n:35][cH:36][cH:37]4)[cH:30][cH:31]3)=[O:39])[cH:20][c:21]12.[O:1]1[CH2:2][CH2:3][N:4]([CH2:7][CH2:8][CH2:9][NH2:10])[CH2:5][CH2:6]1>>[O:1]1[CH2:2][CH2:3][N:4]([CH2:7][CH2:8][CH2:9][NH:10][c:34]2[n:33][c:32](-[c:29]3[cH:28][cH:27][c:26]([C:25]([NH:24][CH2:23][CH2:22][c:19]4[cH:18][cH:17][c:16]5[nH:15][cH:14][c:13]([C:11]#[N:12])[c:21]5[cH:20]4)=[O:39])[cH:31][cH:30]3)[cH:37][cH:36][n:35]2)[CH2:5][CH2:6]1. The reactants are O=C1NC(=O)C2C1CCC(Br)C2Br, O=C(Cl)c1ccc(Cl)cc1Cl, c1ccncc1, c1ccccc1. Product: O=C(c1ccc(Cl)cc1Cl)N1C(=O)C2CCC(Br)C(Br)C2C1=O. RXN SMILES: [Br:1][CH:2]1[CH:3]2[CH:4]([C:5](=[O:6])[NH:7][C:8]2=[O:9])[CH2:10][CH2:11][CH:12]1[Br:13].[Cl:20][c:21]1[c:22]([C:23](=[O:24])[Cl:25])[cH:26][cH:27][c:28]([Cl:30])[cH:29]1.[cH:14]1[cH:15][cH:16][n:17][cH:18][cH:19]1.[cH:31]1[cH:32][cH:33][cH:34][cH:35][cH:36]1>>[Br:1][CH:2]1[CH:3]2[CH:4]([C:5](=[O:6])[N:7]([C:23]([c:22]3[c:21]([Cl:20])[cH:29][c:28]([Cl:30])[cH:27][cH:26]3)=[O:24])[C:8]2=[O:9])[CH2:10][CH2:11][CH:12]1[Br:13]. Reactants: COc1ccc(-c2nc(S)[nH]c2-c2ccc(OC)cc2)cc1, CN(C)C=O, Cl, [Cu], O=N[O-], Nc1ccccc1F, [Na+], [Na+], [OH-]. Yields the product COc1ccc(-c2nc(Sc3ccccc3F)[nH]c2-c2ccc(OC)cc2)cc1. As a reaction SMILES: [CH3:14][O:15][c:16]1[cH:17][cH:18][c:19](-[c:22]2[n:23][c:24]([SH:35])[nH:25][c:26]2-[c:27]2[cH:28][cH:29][c:30]([O:33][CH3:34])[cH:31][cH:32]2)[cH:20][cH:21]1.[CH3:38][N:39]([CH3:40])[CH:41]=[O:42].[ClH:13].[Cu:43].[N:9]([O-:10])=[O:11].[NH2:1][c:2]1[cH:3][cH:4][cH:5][cH:6][c:7]1[F:8].[Na+:12].[Na+:37].[OH-:36]>>[c:2]1([S:35][c:24]2[nH:23][c:22](-[c:19]3[cH:18][cH:17][c:16]([O:15][CH3:14])[cH:21][cH:20]3)[c:26](-[c:27]3[cH:28][cH:29][c:30]([O:33][CH3:34])[cH:31][cH:32]3)[n:25]2)[cH:3][cH:4][cH:5][cH:6][c:7]1[F:8].